Dataset: the Open Reaction Database (ORD), a public repository of structured organic reaction records. Task: describe an organic reaction: reactants, conditions, products, and yield The reactants are O (water), FC=1C=CC=C2C(CCNC12)=O (8-fluoro-2,3-dihydroquinolin-4-one), C(C)(C)(C)OO (t-butyl hydroperoxide), C[O-].[Na+] (sodium methoxide), C(C)(C)(C)OO (t-butyl hydroperoxide), C[O-].[Na+] (sodium methoxide). Run in C(C)(=O)O (acetic acid), CO (methanol), CO (methanol), CO (methanol). Yields the product FC1=C(C(C(=O)O)=CC=C1)N (3-fluoroanthranilic acid). The yield is 51.6%. Reaction SMILES: [F:1][C:2]1[CH:3]=[CH:4][CH:5]=[C:6]2[C:11]=1[NH:10]CC[C:7]2=[O:12].C([O:17]O)(C)(C)C.C[O-].[Na+].O>CO.C(O)(=O)C>[F:1][C:2]1[CH:3]=[CH:4][CH:5]=[C:6]([C:7]([OH:12])=[O:17])[C:11]=1[NH2:10] |f:2.3|. Procedure details: A solution of 0.25 g (1.5 mmol) of 8-fluoro-2,3-dihydroquinolin-4-one, 0.8 g (6.2 mmol) of 70 percent t-butyl hydroperoxide, 2 mL of 25 percent sodium methoxide in methanol and 3 mL of methanol were stirred at 75° C. for 72 hr. An additional 1 mL of 70 percent t-butyl hydroperoxide and 2 mL of 25 percent sodium methoxide in methanol were added and heating was continued for 72 more hr. The reaction mixture was cooled, poured into water and neutralized with acetic acid. The mixture was extracted w... The reactants are CC1(C)C(C(=O)Cl)C1(C)C, Cc1ccccc1, OC1Cc2cccc(-c3ccccc3)c2C1, c1ccncc1. Yields the product CC1(C)C(C(=O)OC2Cc3cccc(-c4ccccc4)c3C2)C1(C)C. As a reaction SMILES: [CH3:1][C:2]1([CH3:10])[CH:3]([C:7](=[O:8])[Cl:9])[C:4]1([CH3:5])[CH3:6].[CH3:33][c:34]1[cH:35][cH:36][cH:37][cH:38][cH:39]1.[c:11]1(-[c:17]2[c:18]3[c:22]([cH:23][cH:24][cH:25]2)[CH2:21][CH:20]([OH:26])[CH2:19]3)[cH:12][cH:13][cH:14][cH:15][cH:16]1.[cH:27]1[cH:28][cH:29][n:30][cH:31][cH:32]1>>[CH3:1][C:2]1([CH3:10])[CH:3]([C:7](=[O:8])[O:26][CH:20]2[CH2:19][c:18]3[c:17](-[c:11]4[cH:12][cH:13][cH:14][cH:15][cH:16]4)[cH:25][cH:24][cH:23][c:22]3[CH2:21]2)[C:4]1([CH3:5])[CH3:6]. Starting materials: C(C)OC(=O)C1(CC=CC1)C=1SC(=CC1)CCl (1-(5-chloromethylthiophen-2-yl)-cyclopent-3-ene carboxylic acid ethyl ester), C(C)OC(=O)C=1NC(=NC1CC)CCC (5-ethyl-2-propyl-3H-imidazole-4-carboxylic acid ethyl ester). Yields the product C(C)OC(=O)C=1N(C(=NC1CC)CCC)CC=1SC(=CC1)C1(CC=CC1)C(=O)OCC (3-[5-(1-ethoxycarbonylcyclopent-3-enyl)thiophen-2-ylmethyl]-5-ethyl-2-propyl-3H-imidazole-4-carboxylic acid ethyl ester). RXN SMILES: [CH2:1]([O:3][C:4]([C:6]1([C:11]2[S:12][C:13]([CH2:16]Cl)=[CH:14][CH:15]=2)[CH2:10][CH:9]=[CH:8][CH2:7]1)=[O:5])[CH3:2].[CH2:18]([O:20][C:21]([C:23]1[NH:24][C:25]([CH2:30][CH2:31][CH3:32])=[N:26][C:27]=1[CH2:28][CH3:29])=[O:22])[CH3:19]>>[CH2:18]([O:20][C:21]([C:23]1[N:24]([CH2:16][C:13]2[S:12][C:11]([C:6]3([C:4]([O:3][CH2:1][CH3:2])=[O:5])[CH2:10][CH:9]=[CH:8][CH2:7]3)=[CH:15][CH:14]=2)[C:25]([CH2:30][CH2:31][CH3:32])=[N:26][C:27]=1[CH2:28][CH3:29])=[O:22])[CH3:19]. Reported procedure: Alkylation was carried out on 1-(5-chloromethylthiophen-2-yl)cyclopent-3-ene carboxylic acid ethyl ester (5) as described in Example 1, Step 5, using 5-ethyl-2-propyl-3H-imidazole-4-carboxylic acid ethyl ester (74) to obtain the title compound (73). RXN SMILES: [F:1][C:2]1[CH:7]=[CH:6][C:5]([C:8]2[N:9]=[C:10]3[N:14]([C:15]=2[C:16](=[O:18])[CH3:17])[CH:13]=[CH:12][S:11]3)=[CH:4][C:3]=1[O:19][CH3:20].CO[CH:23](OC)[N:24]([CH3:26])[CH3:25]>>[CH3:23][N:24]([CH3:26])[CH:25]=[CH:17][C:16]([C:15]1[N:14]2[C:10]([S:11][CH:12]=[CH:13]2)=[N:9][C:8]=1[C:5]1[CH:6]=[CH:7][C:2]([F:1])=[C:3]([O:19][CH3:20])[CH:4]=1)=[O:18]. Procedure details: A 100 ml round bottom flask was charged with the 1-[6-(4-fluoro-3-methoxyphenyl)imidazo[2,1-b][1,3]thiazol-5-yl]ethanone (1.12 g, 3.86 mmol) and dimethylformamide dimethylacetal (25 ml). The mixture was refluxed for 20 hours and then cooled to room temperature. The mixture was concentrated in vacuo and the residue was purified by flash chromatography (ethyl acetate), giving a pale yellow solid (1.138 g, 85%). 400 MHz 1H NMR (DMSO-d6) δ: 8.39 (d, J=4.7 Hz, 1H), 7.62 (d, J=12.5 Hz, 1H), 7.45-7.40 ... The yield is 85.0%. Reactants: FC1=C(C=C(C=C1)C=1N=C2SC=CN2C1C(C)=O)OC (1-[6-(4-fluoro-3-methoxyphenyl)imidazo[2,1-b][1,3]thiazol-5-yl]ethanone), COC(N(C)C)OC (dimethylformamide dimethylacetal). Yields the product CN(C=CC(=O)C1=C(N=C2SC=CN21)C2=CC(=C(C=C2)F)OC)C (3-(dimethylamino)-1-[6-(4-fluoro-3-methoxyphenyl)imidazo[2,1-b][1,3]thiazol-5-yl]prop-2-en-1-one). Starting materials: N1(CCOCC1)C(=O)C1=CC=C2C3=C(NC2=C1)C(=NC(=C3)C3=CC=CC=C3)C(=O)OCC (Ethyl 7-(morpholine-4-carbonyl)-3-phenyl-9H-pyrido[3,4-b]indole-1-carboxylate), N.CO (NH3 MeOH). Reaction conditions: temperature 135 celsius. Product: N1(CCOCC1)C(=O)C1=CC=C2C3=C(NC2=C1)C(=NC(=C3)C3=CC=CC=C3)C(=O)N (7-(morpholine-4-carbonyl)-3-phenyl-9H-pyrido[3,4-b]indole-1-carboxamide). Reaction SMILES: [N:1]1([C:7]([C:9]2[CH:17]=[C:16]3[C:12]([C:13]4[CH:21]=[C:20]([C:22]5[CH:27]=[CH:26][CH:25]=[CH:24][CH:23]=5)[N:19]=[C:18]([C:28]([O:30]CC)=O)[C:14]=4[NH:15]3)=[CH:11][CH:10]=2)=[O:8])[CH2:6][CH2:5][O:4][CH2:3][CH2:2]1.[NH3:33].CO>>[N:1]1([C:7]([C:9]2[CH:17]=[C:16]3[C:12]([C:13]4[CH:21]=[C:20]([C:22]5[CH:27]=[CH:26][CH:25]=[CH:24][CH:23]=5)[N:19]=[C:18]([C:28]([NH2:33])=[O:30])[C:14]=4[NH:15]3)=[CH:11][CH:10]=2)=[O:8])[CH2:2][CH2:3][O:4][CH2:5][CH2:6]1 |f:1.2|. Procedure: Ethyl 7-(morpholine-4-carbonyl)-3-phenyl-9H-pyrido[3,4-b]indole-1-carboxylate (15 mg, 0.035 mmol) and 7N NH3/MeOH (1.5 mL, 10.50 mmol) were mixed in a sealed microwave tube and heated in microwave at 135° C. for 3.5 hrs. The mixture was concentrated and purified using preparative HPLC to give titled product. MS (ESI) m/z 401.07 (M+H)+. 1H NMR (DMSO-d6) δ ppm 11.83 (s, 1H), 9.07 (s, 1H), 8.43 (m, 4H), 7.89 (s, 1H), 7.84 (s, 1H), 7.53(t, 2H, J=7.6), 7.42 (t, 1H, J=7.3), 7.32 (dd, 1H, J=7.9, 1.5), ... Starting materials: CC(C)(O)C(F)=C(c1ccc(F)cc1)c1ccc(Cl)cc1O, Cl. Product: CC1(C)Oc2cc(Cl)ccc2C(c2ccc(F)cc2)=C1F. RXN SMILES: [Cl:1][c:2]1[cH:3][cH:4][c:5]([C:9](=[C:10]([C:11]([CH3:12])([CH3:13])[OH:14])[F:15])[c:16]2[cH:17][cH:18][c:19]([F:22])[cH:20][cH:21]2)[c:6]([OH:8])[cH:7]1.[ClH:23]>>[Cl:1][c:2]1[cH:3][cH:4][c:5]2[c:6]([cH:7]1)[O:8][C:11]([CH3:12])([CH3:13])[C:10]([F:15])=[C:9]2[c:16]1[cH:17][cH:18][c:19]([F:22])[cH:20][cH:21]1. Yield: 85.0%. Yields the product BrC1=C(C=CCBr)C=CC=C1 (o-bromocinnamylbromide). Procedure details: All of the o-bromocinnamylalcohol (159 mM) from Step A was dissolved in 300 ml of carbon tetrachloride under nitrogen and chilled to 0°. Then 100 ml of carbon tetrachloride containing phosphorous tribromide (5.62 ml; 59.8 mM) was added dropwise. After stirring at 0° for an additional hour the reaction was poured into ice water and partitioned. The aqueous layer was extracted once with methylene chloride and the combined organic layers were washed with cold 1.5 N aqueous sodium hydroxide. Drying ... Run in C(Cl)(Cl)(Cl)Cl (carbon tetrachloride), C(Cl)(Cl)(Cl)Cl (carbon tetrachloride). Reaction SMILES: [Br:1][C:2]1[CH:11]=[CH:10][CH:9]=[CH:8][C:3]=1[CH:4]=[CH:5][CH2:6]O.P(Br)(Br)[Br:13]>C(Cl)(Cl)(Cl)Cl>[Br:1][C:2]1[CH:11]=[CH:10][CH:9]=[CH:8][C:3]=1[CH:4]=[CH:5][CH2:6][Br:13]. The reactants are P(Br)(Br)Br (phosphorous tribromide), BrC1=C(C=CCO)C=CC=C1 (o-bromocinnamylalcohol), ice water. Reactants: C(C)OC(=O)ON\C(\C1=NC=C(C=C1)C1=CN=C(C=2N1C=C(N2)C=CC2=NC1=CC=CC=C1C=C2)N2CCOCC2)=N\[H] ((E)-N-(Ethoxycarbonyloxy)-5-(8-morpholino-2-(2-(quinolin-2-yl)vinyl)imidazo[1,2-a]pyrazin-5-yl)picolinimidamide), C1CCC2=NCCCN2CC1 (DBU), Cl (HCl), O (water). Run in CC=1C=CC=CC1C (o-xylene). Product: O1CCN(CC1)C=1C=2N(C(=CN1)C=1C=CC(=NC1)C1=NOC(=N1)O)C=C(N2)\C=C\C2=NC1=CC=CC=C1C=C2 ((E)-3-(5-(8-Morpholino-2-(2-(quinolin-2-yl)vinyl)imidazo[1,2-a]pyrazin-5-yl)pyridin-2-yl)-1,2,4-oxadiazol-5-ol). The yield is 27.2%. As a reaction SMILES: C(O[C:4]([O:6][NH:7]/[C:8](=[N:42]/[H])/[C:9]1[CH:14]=[CH:13][C:12]([C:15]2[N:20]3[CH:21]=[C:22]([CH:24]=[CH:25][C:26]4[CH:35]=[CH:34][C:33]5[C:28](=[CH:29][CH:30]=[CH:31][CH:32]=5)[N:27]=4)[N:23]=[C:19]3[C:18]([N:36]3[CH2:41][CH2:40][O:39][CH2:38][CH2:37]3)=[N:17][CH:16]=2)=[CH:11][N:10]=1)=[O:5])C.C1CCN2C(=NCCC2)CC1.O.Cl>CC1C=CC=CC=1C>[O:39]1[CH2:40][CH2:41][N:36]([C:18]2[C:19]3[N:20]([CH:21]=[C:22](/[CH:24]=[CH:25]/[C:26]4[CH:35]=[CH:34][C:33]5[C:28](=[CH:29][CH:30]=[CH:31][CH:32]=5)[N:27]=4)[N:23]=3)[C:15]([C:12]3[CH:13]=[CH:14][C:9]([C:8]4[N:42]=[C:4]([OH:5])[O:6][N:7]=4)=[N:10][CH:11]=3)=[CH:16][N:17]=2)[CH2:37][CH2:38]1. Reported procedure: To a solution of compound 4b (200 mg, 0.350 mmol) in o-xylene (4 mL) was added DBU (300 mg, 1.97 mmol). The reaction mixture was stirred in a 10 mL sealed tube at 120° C. for 2 h. After cooling to rt, water (20 mL) was added, and the pH of the solution was adjusted to 7 using 1N HCl solution. The solids were collected by filtration and washed with DCM/MeOH (50:1 v/v, 3×10 mL) to obtain the title compound 95 as an orange solid (49.4 mg, 26% yield). 1H-NMR (300 MHz, DMSO-d6) δ (ppm): 13.32 (s, 1H)... Starting materials: aqueous solution, C[O-].[Na+] (sodium methoxide), ClC1=C(C(=[N+](C=C1)[O-])C)C (4-chlor-2,3-dimethylpyridine-1-oxide). The solvent is CS(=O)C (dimethylsulfoxide), O (water), CS(=O)C (dimethylsulfoxide), O (water). Run at time 8 hour. The product is COC1=C(C(=[N+](C=C1)[O-])C)C (4-methoxy-2,3-dimethylpyridine-1-oxide). RXN SMILES: [CH3:1][O-:2].[Na+].Cl[C:5]1[CH:10]=[CH:9][N+:8]([O-:11])=[C:7]([CH3:12])[C:6]=1[CH3:13]>CS(C)=O.O>[CH3:1][O:2][C:5]1[CH:10]=[CH:9][N+:8]([O-:11])=[C:7]([CH3:12])[C:6]=1[CH3:13] |f:0.1|. Reported procedure: To a solution prepared by diluting 41.6 g (2.0 eq.) of a 28% aqueous solution of sodium methoxide with 200 mL of dimethylsulfoxide, a liquid containing 17.0 g of 4-chlor-2,3-dimethylpyridine-1-oxide dissolved in dimethylsulfoxide (70 mL) was added dropwise. The mixture was allowed to react for 3 hours at 40 to 50° C., and then was left to stand overnight at room temperature. 15 mL of water was added to the reaction liquid, and the mixture was concentrated, to obtain a residue in the form of a bl...